From a dataset of the Open Reaction Database (ORD), a public repository of structured organic reaction records. describe an organic reaction: reactants, conditions, products, and yield Reactants: CCOC(=O)COc1ccc(-n2ccc(Nc3ccc(OC)cc3)n2)cc1, CCO, [Na+], [OH-]. Product: COc1ccc(Nc2ccn(-c3ccc(OCC(=O)O)cc3)n2)cc1. Reaction SMILES: [CH3:1][O:2][c:3]1[cH:4][cH:5][c:6]([NH:9][c:10]2[n:11][n:12](-[c:15]3[cH:16][cH:17][c:18]([O:19][CH2:20][C:21](=[O:22])[O:23][CH2:24][CH3:25])[cH:26][cH:27]3)[cH:13][cH:14]2)[cH:7][cH:8]1.[CH3:28][CH2:29][OH:30].[Na+:32].[OH-:31]>>[CH3:1][O:2][c:3]1[cH:4][cH:5][c:6]([NH:9][c:10]2[n:11][n:12](-[c:15]3[cH:16][cH:17][c:18]([O:19][CH2:20][C:21](=[O:22])[OH:23])[cH:26][cH:27]3)[cH:13][cH:14]2)[cH:7][cH:8]1. The reactants are F[B-](F)(F)F, COc1cc(N2CCCN(C)CC2)c2[nH]c(C(=O)O)cc(=O)c2c1, CN(C)C=O, CO, CCN(C(C)C)C(C)C, Nc1ccc(N2CCOCC2)cc1, On1nnc2ccccc21, CN(C)C(On1nnc2ccccc21)=[N+](C)C. Yields the product COc1cc(N2CCCN(C)CC2)c2[nH]c(C(=O)Nc3ccc(N4CCOCC4)cc3)cc(=O)c2c1. RXN SMILES: [B-:34]([F:35])([F:36])([F:37])[F:38].[CH3:1][O:2][c:3]1[cH:4][c:5]2[c:6](=[O:24])[cH:7][c:8]([C:21](=[O:22])[OH:23])[nH:9][c:10]2[c:11]([N:13]2[CH2:14][CH2:15][N:16]([CH3:20])[CH2:17][CH2:18][CH2:19]2)[cH:12]1.[CH3:79][N:80]([CH3:81])[CH:82]=[O:83].[CH3:84][OH:85].[CH:25]([N:26]([CH:27]([CH3:28])[CH3:29])[CH2:30][CH3:31])([CH3:32])[CH3:33].[O:66]1[CH2:67][CH2:68][N:69]([c:72]2[cH:73][cH:74][c:75]([NH2:76])[cH:77][cH:78]2)[CH2:70][CH2:71]1.[OH:56][n:57]1[c:58]2[c:59]([cH:60][cH:61][cH:62][cH:63]2)[n:64][n:65]1.[n:39]1([O:40][C:41]([N:42]([CH3:43])[CH3:44])=[N+:45]([CH3:46])[CH3:47])[c:48]2[cH:49][cH:50][cH:51][cH:52][c:53]2[n:54][n:55]1>>[CH3:1][O:2][c:3]1[cH:4][c:5]2[c:6](=[O:24])[cH:7][c:8]([C:21](=[O:22])[NH:76][c:75]3[cH:74][cH:73][c:72]([N:69]4[CH2:68][CH2:67][O:66][CH2:71][CH2:70]4)[cH:78][cH:77]3)[nH:9][c:10]2[c:11]([N:13]2[CH2:14][CH2:15][N:16]([CH3:20])[CH2:17][CH2:18][CH2:19]2)[cH:12]1. The reactants are CCOC(=O)C(C)Nc1nnc(-c2ccncc2Nc2ccc(I)cc2F)o1, CCOC(C)=O, Cl, [Li+], [OH-]. The product is CC(Nc1nnc(-c2ccncc2Nc2ccc(I)cc2F)o1)C(=O)O. RXN SMILES: [CH2:1]([CH3:2])[O:3][C:4]([CH:5]([CH3:6])[NH:7][c:8]1[o:9][c:10](-[c:13]2[c:14]([NH:19][c:20]3[c:21]([F:27])[cH:22][c:23]([I:26])[cH:24][cH:25]3)[cH:15][n:16][cH:17][cH:18]2)[n:11][n:12]1)=[O:28].[CH3:32][CH2:33][O:34][C:35]([CH3:36])=[O:37].[ClH:31].[Li+:30].[OH-:29]>>[O:3]=[C:4]([CH:5]([CH3:6])[NH:7][c:8]1[o:9][c:10](-[c:13]2[c:14]([NH:19][c:20]3[c:21]([F:27])[cH:22][c:23]([I:26])[cH:24][cH:25]3)[cH:15][n:16][cH:17][cH:18]2)[n:11][n:12]1)[OH:28]. Starting materials: CC(C)(C)S (2-methyl-2-propanethiol), [H-].[Na+] (sodium hydride), ClC1=NC(=C(C=C1[N+](=O)[O-])CC)C (2-chloro-5-ethyl-6-methyl-3-nitropyridine). The solvent is CN(C=O)C (dimethylformamide), CN(C=O)C (DMF). Reaction conditions: time 15 minute. Yields the product C(C)(C)(C)SC1=NC(=C(C=C1[N+](=O)[O-])CC)C (2-tert-butylthio-5-ethyl-6-methyl-3-nitropyridine). Isolated yield 26.2%. RXN SMILES: [H-].[Na+].[CH3:3][C:4]([SH:7])([CH3:6])[CH3:5].Cl[C:9]1[C:14]([N+:15]([O-:17])=[O:16])=[CH:13][C:12]([CH2:18][CH3:19])=[C:11]([CH3:20])[N:10]=1>CN(C)C=O>[C:4]([S:7][C:9]1[C:14]([N+:15]([O-:17])=[O:16])=[CH:13][C:12]([CH2:18][CH3:19])=[C:11]([CH3:20])[N:10]=1)([CH3:6])([CH3:5])[CH3:3] |f:0.1|. Reported procedure: To a suspension of sodium hydride (0.23 g, 9.8 mmol) in dimethylformamide (DMF, 20 mL) under an atmosphere of nitrogen, 2-methyl-2-propanethiol (1 mL, 8 mmol) was added. After stirring at room temperature for 15 minutes, a clear solution was obtained. Then a solution of 2-chloro-5-ethyl-6-methyl-3-nitropyridine (1.5 g, 7.5 mmol) in DMF (2 mL) was added, and the reacting mixture turned dark green to black in color. After addition was completed, the mixture was stirred for an additional 15 minutes... The reactants are C1(CCCCC1)N1CCC(CC1)C1=CC=C(C#N)C=C1 (4-(1-cyclohexyl-4-piperidyl)benzonitrile), NNC(=S)N (thiosemicarbazide), FC(C(=O)O)(F)F (trifluoroacetic acid). Solvent: C1(=CC=CC=C1)C (toluene). Conditions: temperature 70 celsius, time 7 hour. Yields the product FC(C(=O)O)(F)F.C1(CCCCC1)N1CCC(CC1)C1=CC=C(C=C1)C1=NN=C(S1)N (5-[4-(1-cyclohexyl-4-piperidyl)phenyl]-1,3,4-thiadiazol-2-amine trifluroacetate). As a reaction SMILES: [CH:1]1([N:7]2[CH2:12][CH2:11][CH:10]([C:13]3[CH:20]=[CH:19][C:16]([C:17]#[N:18])=[CH:15][CH:14]=3)[CH2:9][CH2:8]2)[CH2:6][CH2:5][CH2:4][CH2:3][CH2:2]1.N[NH:22][C:23]([NH2:25])=[S:24].[F:26][C:27]([F:32])([F:31])[C:28]([OH:30])=[O:29]>C1(C)C=CC=CC=1>[F:26][C:27]([F:32])([F:31])[C:28]([OH:30])=[O:29].[CH:1]1([N:7]2[CH2:8][CH2:9][CH:10]([C:13]3[CH:14]=[CH:15][C:16]([C:17]4[S:24][C:23]([NH2:25])=[N:22][N:18]=4)=[CH:19][CH:20]=3)[CH2:11][CH2:12]2)[CH2:2][CH2:3][CH2:4][CH2:5][CH2:6]1 |f:4.5|. Procedure: A mixture of 4-(1-cyclohexyl-4-piperidyl)benzonitrile (0.68 g), thiosemicarbazide (0.58 g) and trifluoroacetic acid (3.5 ml) in toluene (7 ml) was stirred for 7 hours at 70° C. After being cooled to room temperature, the solvent was evaporated in vacuo. Then the residue was dissolved in tetrahydrofuran and poured into water. The solution was adjusted to pH 8 with 1N aqueous sodium hydroxide. The resulting precipitate was collected by filtration and washed with water and isopropyl ether to give 5... The reactants are C1CCOC1, CCO, CCOC(=O)c1c(-c2ccc(F)cc2)oc2cc([N+](=O)[O-])c(O)cc12, [Na+], [OH-]. The product is O=C(O)c1c(-c2ccc(F)cc2)oc2cc([N+](=O)[O-])c(O)cc12. Reaction SMILES: [CH2:31]1[O:32][CH2:33][CH2:34][CH2:35]1.[CH3:28][CH2:29][OH:30].[F:3][c:4]1[cH:5][cH:6][c:7](-[c:10]2[o:11][c:12]3[c:13]([c:14]2[C:15](=[O:16])[O:17][CH2:18][CH3:19])[cH:20][c:21]([OH:27])[c:22]([N+:24](=[O:25])[O-:26])[cH:23]3)[cH:8][cH:9]1.[Na+:2].[OH-:1]>>[F:3][c:4]1[cH:5][cH:6][c:7](-[c:10]2[o:11][c:12]3[c:13]([c:14]2[C:15](=[O:16])[OH:17])[cH:20][c:21]([OH:27])[c:22]([N+:24](=[O:25])[O-:26])[cH:23]3)[cH:8][cH:9]1. Reactants: C1CCC(CC1)N=C=NC2CCCCC2 (DCC), CS(=O)(=O)[O-] (methanesulfonate), Cl.C(N)(=N)C=1C=C2C=CC(=C(C2=CC1)CC(N)=O)O (6-amidino-1-carbamoylmethyl-2-naphthol.hydrochloride), N(C(=N)N)C1=CC=C(C(=O)O)C=C1 (4-guanidinobenzoic acid). Run in CO (methanol), N1=CC=CC=C1 (pyridine). Reaction conditions: time 2 hour. Yields the product N(C(=N)N)C1=CC=C(C(=O)OC2=C(C3=CC=C(C=C3C=C2)C(N)=N)CC(N)=O)C=C1 (6-amidino-1-carbamoylmethyl-2-naphthyl 4-guanidinobenzoate). The yield is 66.9%. As a reaction SMILES: [NH:1]([C:5]1[CH:13]=[CH:12][C:8]([C:9]([OH:11])=[O:10])=[CH:7][CH:6]=1)[C:2]([NH2:4])=[NH:3].CS([O-])(=O)=O.Cl.[C:20]([C:23]1[CH:24]=[C:25]2[C:30](=[CH:31][CH:32]=1)[C:29]([CH2:33][C:34](=[O:36])[NH2:35])=[C:28](O)[CH:27]=[CH:26]2)(=[NH:22])[NH2:21].C1CCC(N=C=NC2CCCCC2)CC1>CO.N1C=CC=CC=1>[NH:1]([C:5]1[CH:13]=[CH:12][C:8]([C:9]([O:11][C:28]2[CH:27]=[CH:26][C:25]3[C:30](=[CH:31][CH:32]=[C:23]([C:20](=[NH:21])[NH2:22])[CH:24]=3)[C:29]=2[CH2:33][C:34](=[O:36])[NH2:35])=[O:10])=[CH:7][CH:6]=1)[C:2]([NH2:4])=[NH:3] |f:2.3|. Procedure details: 100 Milliliters of 20% hydrous pyridine was added to 3.0 g of 4-guanidinobenzoic acid.methanesulfonate, 3.0 g of 6-amidino-1-carbamoylmethyl-2-naphthol.hydrochloride and 4.5 g of DCC, followed by stirring for 2 hours under cooling with ice and then 2 days at room temperature. The precipitate was filtered and 1 g of active carbon was added to the filtrate, followed by stirring for 30 minutes under cooling with ice, and insoluble matter was filtered off. The filtrate was slowly added dropwise to 4...